describe an organic reaction: reactants, conditions, products, and yield From a dataset of the Open Reaction Database (ORD), a public repository of structured organic reaction records. Starting materials: O=C(Cl)c1ccccc1, COC(C)N(C(C)OC)S(F)(F)F, ClCCl. Product: O=C(F)c1ccccc1. RXN SMILES: [C:1]([c:2]1[cH:3][cH:4][cH:5][cH:6][cH:7]1)(=[O:8])[Cl:9].[CH3:10][O:11][CH:12]([N:13]([S:14]([F:15])([F:16])[F:20])[CH:17]([O:18][CH3:19])[CH3:21])[CH3:22].[Cl:23][CH2:24][Cl:25]>>[C:1]([c:2]1[cH:3][cH:4][cH:5][cH:6][cH:7]1)(=[O:8])[F:20]. Reactants: CC(=O)Cl, ClCCl, COc1ccc(COc2ccccc2-c2cc(-c3ccc(N)c(OCCN4CCCCC4)c3)c(C#N)c(N)n2)cc1, c1ccncc1. Product: COc1ccc(COc2ccccc2-c2cc(-c3ccc(NC(C)=O)c(OCCN4CCCCC4)c3)c(C#N)c(N)n2)cc1. As a reaction SMILES: [CH3:42][C:43]([Cl:44])=[O:45].[Cl:52][CH2:53][Cl:54].[NH2:1][c:2]1[c:3]([C:4]#[N:5])[c:6](-[c:26]2[cH:27][c:28]([O:33][CH2:34][CH2:35][N:36]3[CH2:37][CH2:38][CH2:39][CH2:40][CH2:41]3)[c:29]([NH2:32])[cH:30][cH:31]2)[cH:7][c:8](-[c:10]2[c:11]([O:16][CH2:17][c:18]3[cH:19][cH:20][c:21]([O:24][CH3:25])[cH:22][cH:23]3)[cH:12][cH:13][cH:14][cH:15]2)[n:9]1.[cH:46]1[cH:47][cH:48][n:49][cH:50][cH:51]1>>[NH2:1][c:2]1[c:3]([C:4]#[N:5])[c:6](-[c:26]2[cH:27][c:28]([O:33][CH2:34][CH2:35][N:36]3[CH2:37][CH2:38][CH2:39][CH2:40][CH2:41]3)[c:29]([NH:32][C:43]([CH3:42])=[O:45])[cH:30][cH:31]2)[cH:7][c:8](-[c:10]2[c:11]([O:16][CH2:17][c:18]3[cH:19][cH:20][c:21]([O:24][CH3:25])[cH:22][cH:23]3)[cH:12][cH:13][cH:14][cH:15]2)[n:9]1. Starting materials: reaction mixture, O(C1=CC=CC=C1)C1=CC=C(C=C1)C1=NN(C2=NC=NC(=C21)N)[C@H]2CNCCC2 ((R)-3-(4-phenoxyphenyl)-1-(piperidin-3-yl)-1H-pyrazolo[3,4-d]pyrimidin-4-amine), C(C)(=O)OC(C)=O (acetic anhydride), CCN(C(C)C)C(C)C (DIPEA), C(C)#N (ACN), 429. Solvent: O (H2O), C1CCOC1 (THF). Run at time 2 hour. Product: NC1=C2C(=NC=N1)N(N=C2C2=CC=C(C=C2)OC2=CC=CC=C2)[C@H]2CN(CCC2)C(C)=O ((R)-1-(3-(4-amino-3-(4-phenoxyphenyl)-1H-pyrazolo[3,4-d]pyrimidin-1-yl)piperidin-1-yl)ethanone). RXN SMILES: [O:1]([C:8]1[CH:13]=[CH:12][C:11]([C:14]2[C:22]3[C:17](=[N:18][CH:19]=[N:20][C:21]=3[NH2:23])[N:16]([C@@H:24]3[CH2:29][CH2:28][CH2:27][NH:26][CH2:25]3)[N:15]=2)=[CH:10][CH:9]=1)[C:2]1[CH:7]=[CH:6][CH:5]=[CH:4][CH:3]=1.[C:30](OC(=O)C)(=[O:32])[CH3:31].CCN(C(C)C)C(C)C.C(#N)C>C1COCC1.O>[NH2:23][C:21]1[N:20]=[CH:19][N:18]=[C:17]2[N:16]([C@@H:24]3[CH2:29][CH2:28][CH2:27][N:26]([C:30](=[O:32])[CH3:31])[CH2:25]3)[N:15]=[C:14]([C:11]3[CH:10]=[CH:9][C:8]([O:1][C:2]4[CH:7]=[CH:6][CH:5]=[CH:4][CH:3]=4)=[CH:13][CH:12]=3)[C:22]=12. Reported procedure: To a solution of (R)-3-(4-phenoxyphenyl)-1-(piperidin-3-yl)-1H-pyrazolo[3,4-d]pyrimidin-4-amine (6) (0.05 g) in THF (1 mL) was added acetic anhydride (12.8 μL) and DIPEA (23.1 μL). The reaction was stirred at room temperature for 2 hours. A sample of the reaction mixture was prepared for LC/MS analysis. 10 μL of the reaction mixture was diluted with H2O:ACN=6:4 to result in a 0.1 mg/mL preparation. LC/MS confirmed that the resulting product (having a m/z of 429) is the title compound. Starting materials: S1C(=CC=C1)CC(=O)C1C(NC2=CC=CC=C12)=O (3-([2-thienyl]acetyl)-2-oxindole), CN(C=O)C (N,N-dimethylformamide), C(C)(=O)OC(C)=O (acetic anhydride). Reagents/catalysts: CN(C)C1=CC=NC=C1 (4-(N,N-dimethylamino)pyridine). Run in C1=CC=CC=C1 (benzene). Run at time 1 minute. Yields the product C(C)(=O)N1C(C(C2=CC=CC=C12)C(CC=1SC=CC1)=O)=O (1-Acetyl-3-([2-thienyl]acetyl)-2-oxindole). The yield is 4.4%. Reaction SMILES: [S:1]1[CH:5]=[CH:4][CH:3]=[C:2]1[CH2:6][C:7]([CH:9]1[C:17]2[C:12](=[CH:13][CH:14]=[CH:15][CH:16]=2)[NH:11][C:10]1=[O:18])=[O:8].CN(C)C=O.[C:24](OC(=O)C)(=[O:26])[CH3:25]>CN(C1C=CN=CC=1)C.C1C=CC=CC=1>[C:24]([N:11]1[C:12]2[C:17](=[CH:16][CH:15]=[CH:14][CH:13]=2)[CH:9]([C:7](=[O:8])[CH2:6][C:2]2[S:1][CH:5]=[CH:4][CH:3]=2)[C:10]1=[O:18])(=[O:26])[CH3:25]. Procedure: A stirred mixture of 1.29 g (5.0 mmole) of 3-([2-thienyl]acetyl)-2-oxindole, 1.22 g (10.0 mmole) of 4-(N,N-dimethylamino)pyridine and 15 ml of N,N-dimethylformamide was cooled in an ice-bath, and then 562 mg (5.5 mmole) of acetic anhydride was added dropwise, with stirring, during 1 minute. Stirring was continued for 3.25 hours at ice-bath temperature, and then the reaction mixture ws filtered. The filtrate was poured onto a mixture of 3N hydrochloric acid and water, which caused formation of a ... The reactants are CCCC1CC(NC(=O)OC(C)(C)C)CCC1NC(=O)CNC(=O)c1cc(C(F)(F)F)ccc1NC(=O)N1CCOCC1, ClCCl, O=C(O)C(F)(F)F. The product is CCCC1CC(N)CCC1NC(=O)CNC(=O)c1cc(C(F)(F)F)ccc1NC(=O)N1CCOCC1. Reaction SMILES: [C:1]([O:2][C:3](=[O:4])[NH:7][CH:8]1[CH2:9][CH:10]([CH2:40][CH2:41][CH3:42])[CH:11]([NH:14][C:15]([CH2:16][NH:17][C:18]([c:19]2[c:20]([NH:29][C:30](=[O:31])[N:32]3[CH2:33][CH2:34][O:35][CH2:36][CH2:37]3)[cH:21][cH:22][c:23]([C:25]([F:26])([F:27])[F:28])[cH:24]2)=[O:38])=[O:39])[CH2:12][CH2:13]1)([CH3:5])([CH3:6])[CH3:43].[Cl:44][CH2:45][Cl:46].[F:47][C:48]([F:49])([F:50])[C:51]([OH:52])=[O:53]>>[NH2:7][CH:8]1[CH2:9][CH:10]([CH2:40][CH2:41][CH3:42])[CH:11]([NH:14][C:15]([CH2:16][NH:17][C:18]([c:19]2[c:20]([NH:29][C:30](=[O:31])[N:32]3[CH2:33][CH2:34][O:35][CH2:36][CH2:37]3)[cH:21][cH:22][c:23]([C:25]([F:26])([F:27])[F:28])[cH:24]2)=[O:38])=[O:39])[CH2:12][CH2:13]1. Product: Cl[Ti](OC(C)C)(OC(C)C)OC(C)C (chloro-tri-iso-propoxy titanium). As a reaction SMILES: [Ti](Cl)(Cl)(Cl)[Cl:2].[CH:6]([O:9][Ti:10](OC(C)C)([O:15][CH:16]([CH3:18])[CH3:17])[O:11][CH:12]([CH3:14])[CH3:13])([CH3:8])[CH3:7]>ClCCl>[Cl:2][Ti:10]([O:15][CH:16]([CH3:18])[CH3:17])([O:11][CH:12]([CH3:14])[CH3:13])[O:9][CH:6]([CH3:8])[CH3:7]. Procedure: 0.38 g (2.0 mmol) of titanium tetrachloride and 2 mL of anhydrous dichloromethane were weighed in a test tube equipped with a lid, and 1.7 g (6.0 mmol) of tetra-iso-propoxy titanium was added dropwise thereto while stirring. After stirring at room temperature for 60 minutes, the reaction solution was transferred to a 10-mL volumetric flask, and anhydrous dichloromethane was added thereto for diluting to 10 mL, whereby a uniform, colorless and transparent dichloromethane solution (0.80 mol/L) of ... Reactants: [Ti](Cl)(Cl)(Cl)Cl (titanium tetrachloride), C(C)(C)O[Ti](OC(C)C)(OC(C)C)OC(C)C (tetra-iso-propoxy titanium). The solvent is ClCCl (dichloromethane), ClCCl (dichloromethane), ClCCl (dichloromethane). The reactants are C1CCOC1, COC(=O)C1(CCCNc2ccc(Br)cc2)CCOCC1, CC(C)(C)[O-], CCOC(C)=O, [K+], O, [Sn]. The product is O=C1N(c2ccc(Br)cc2)CCCC12CCOCC2. As a reaction SMILES: [CH2:30]1[O:31][CH2:32][CH2:33][CH2:34]1.[CH3:1][O:2][C:3](=[O:4])[C:5]1([CH2:11][CH2:12][CH2:13][NH:14][c:15]2[cH:16][cH:17][c:18]([Br:21])[cH:19][cH:20]2)[CH2:6][CH2:7][O:8][CH2:9][CH2:10]1.[CH3:22][C:23]([CH3:24])([O-:25])[CH3:26].[CH3:35][CH2:36][O:37][C:38](=[O:39])[CH3:40].[K+:27].[OH2:28].[Sn:29]>>[O:2]=[C:3]1[C:5]2([CH2:6][CH2:7][O:8][CH2:9][CH2:10]2)[CH2:11][CH2:12][CH2:13][N:14]1[c:15]1[cH:16][cH:17][c:18]([Br:21])[cH:19][cH:20]1. Starting materials: COc1ccc2ncccc2c1CC(O)CO, CO, [Cl-], [O-][I+3]([O-])([O-])[O-], [Na+], [Na+], C1CCOC1, O. Product: COc1ccc2ncccc2c1CC=O. RXN SMILES: [CH3:1][O:2][c:3]1[c:4]([CH2:13][CH:14]([CH2:15][OH:16])[OH:17])[c:5]2[cH:6][cH:7][cH:8][n:9][c:10]2[cH:11][cH:12]1.[CH3:32][OH:33].[Cl-:26].[I+3:19]([O-:20])([O-:21])([O-:22])[O-:23].[Na+:24].[Na+:25].[O:27]1[CH2:28][CH2:29][CH2:30][CH2:31]1.[OH2:18]>>[CH3:1][O:2][c:3]1[c:4]([CH2:13][CH:14]=[O:17])[c:5]2[cH:6][cH:7][cH:8][n:9][c:10]2[cH:11][cH:12]1.